This data is from the Open Reaction Database (ORD), a public repository of structured organic reaction records. The task is: describe an organic reaction: reactants, conditions, products, and yield Reactants: C1CCOC1, CC(=O)OC(C)=O, O=CO, Nc1ccccc1F. RXN SMILES: [CH2:19]1[O:20][CH2:21][CH2:22][CH2:23]1.[CH3:4][C:5]([O:6][C:7](=[O:8])[CH3:9])=[O:10].[CH:1](=[O:2])[OH:3].[NH2:11][c:12]1[cH:13][cH:14][cH:15][cH:16][c:17]1[F:18]>>[CH:1](=[O:3])[NH:11][c:12]1[cH:13][cH:14][cH:15][cH:16][c:17]1[F:18]. The product is O=CNc1ccccc1F. Reactants: Cl.NC=1C2=C(SC1)C(CCC2)=O (3-Amino-5,6-dihydro-4H-benzo[b]thiophene-7-one hydrochloride), BrN1C(CCC1=O)=O (N-bromosuccinimide). Run in CN(C=O)C (N,N-dimethylformamide). Reaction conditions: time 30 minute. Product: Cl.NC=1C2=C(SC1Br)C(CCC2)=O (3-Amino-2-bromo-5,6-dihydro-4H-benzo[b]thiophene-7-one hydrochloride). Reaction SMILES: [ClH:1].[NH2:2][C:3]1[C:4]2[CH2:11][CH2:10][CH2:9][C:8](=[O:12])[C:5]=2[S:6][CH:7]=1.[Br:13]N1C(=O)CCC1=O>CN(C)C=O>[ClH:1].[NH2:2][C:3]1[C:4]2[CH2:11][CH2:10][CH2:9][C:8](=[O:12])[C:5]=2[S:6][C:7]=1[Br:13] |f:0.1,4.5|. Procedure: To a suspension of 3-Amino-5,6-dihydro-4H-benzo[b]thiophene-7-one hydrochloride (the compound of Preparation Example 6) (1.2 g) in N,N-dimethylformamide (33 mL) was added 1.05 g of N-bromosuccinimide (1.05 g) on an ice bath. After stirring for 30 minutes, the solvent was evaporated at reduced pressure, the pH was adjusted to 10 with an aqueous solution of sodium bicarbonate. After extracting with ethyl acetate, and washing the organic layer with water, drying with anhydrous magnesium sulfate was... Reactants: NC1[C@@H]2N(C(=C(CS2)C=CC(=O)OCC)C(=O)OC(C)(C)C)C1=O.CC=1C=CC(=CC1)S(=O)(=O)O (tert-butyl 7-amino-3-(2'-ethoxycarbonylvinyl)-3-cephem-4-carboxylate p-toluenesulfonate). Solvent: C(=O)O (formic acid). The product is NC1[C@@H]2N(C(=C(CS2)C=CC(=O)OCC)C(=O)O)C1=O (7-AMINO-3-(2'-ethoxycarbonylvinyl)-3-cephem-4-carboxylic acid). Reaction SMILES: [NH2:1][CH:2]1[C:23](=[O:24])[N:4]2[C:5]([C:16]([O:18]C(C)(C)C)=[O:17])=[C:6]([CH:9]=[CH:10][C:11]([O:13][CH2:14][CH3:15])=[O:12])[CH2:7][S:8][C@H:3]12.CC1C=CC(S(O)(=O)=O)=CC=1>C(O)=O>[NH2:1][CH:2]1[C:23](=[O:24])[N:4]2[C:5]([C:16]([OH:18])=[O:17])=[C:6]([CH:9]=[CH:10][C:11]([O:13][CH2:14][CH3:15])=[O:12])[CH2:7][S:8][C@H:3]12 |f:0.1|. Procedure details: A solution of 175 mg. of tert-butyl 7-amino-3-(2'-ethoxycarbonylvinyl)-3-cephem-4-carboxylate-p-toluenesulfonate in 20 ml. of 98-100 percent formic acid was stirred at room temperature for two hours. The excess formic acid was removed under reduced pressure and the residue was purged once with ethyl acetate and then taken up in ethyl acetate:water mixture. The pH of the mixture was adjusted to 8.0 with saturated sodium bicarbonate solution and the organic layer was separated and removed. The aqu... Starting materials: NC=1C=C(C=C2C=3C(=CN=CC3NC12)NC(C(F)(F)F)=O)Cl (N-(8-amino-6-chloro-9H-β-carbolin-4-yl)-2,2,2-trifluoro-acetamide), CC1=C(C(=O)O)C=CC=N1 (2-methylnicotinic acid), CCN=C=NCCCN(C)C (EDCI). The solvent is N1=CC=CC=C1 (pyridine). Conditions: time 2 hour. Yields the product ClC=1C=C2C=3C(=CN=CC3NC2=C(C1)NC(C1=C(N=CC=C1)C)=O)NC(C(F)(F)F)=O (N-[6-chloro-4-(2,2,2-trifluoro-acetylamino)-9H-β-carbolin-8-yl]-2-methyl-nicotinamide). Yield: 33.4%. RXN SMILES: [NH2:1][C:2]1[CH:3]=[C:4]([Cl:22])[CH:5]=[C:6]2[C:14]=1[NH:13][C:12]1[CH:11]=[N:10][CH:9]=[C:8]([NH:15][C:16](=[O:21])[C:17]([F:20])([F:19])[F:18])[C:7]2=1.[CH3:23][C:24]1[N:32]=[CH:31][CH:30]=[CH:29][C:25]=1[C:26](O)=[O:27].CCN=C=NCCCN(C)C>N1C=CC=CC=1>[Cl:22][C:4]1[CH:5]=[C:6]2[C:14](=[C:2]([NH:1][C:26](=[O:27])[C:25]3[CH:29]=[CH:30][CH:31]=[N:32][C:24]=3[CH3:23])[CH:3]=1)[NH:13][C:12]1[CH:11]=[N:10][CH:9]=[C:8]([NH:15][C:16](=[O:21])[C:17]([F:20])([F:19])[F:18])[C:7]2=1. Reported procedure: N-(8-amino-6-chloro-9H-β-carbolin-4-yl)-2,2,2-trifluoro-acetamide (90 mg, 0.274 mmol, 1 equiv.) and 2-methylnicotinic acid (45 mg, 0.329 mmol, 1.2 equiv.) were dissolved in 1.5 ml of anhydrous pyridine under N2. EDCI (84 mg, 0.438 mmol, 1.6 equiv.) was added in one portion and the reaction mixture was stirred at room temperature for 2 hours. The reaction was quenched with water and the resulting dark solids captured by filtration. These solids were titurated in a 3:1 methanol—DMSO solution to gi... The reactants are ClCCCN1C(=O)CCC2=C(C=CC=C12)OC (1-(3-chloropropyl)-5-methoxy-3,4-dihydrocarbostyril), [Na] (sodium), [I-].[Na+] (sodium iodide), ClC=1C=C(C=CC1)N1CCNCC1 (1-(3-chlorophenyl)piperazine). The solvent is C(C)#N (acetonitrile). Reaction conditions: time 4 hour. The product is Cl.ClC=1C=C(C=CC1)N1CCN(CC1)CCCN1C(=O)CCC2=C(C=CC=C12)OC (1-[3-[4-(3-chlorophenyl)-1-piperazinyl]propyl]-5-methoxy-3,4-dihydrocarbostyril hydrochloride). Yield: 46.2%. Reaction SMILES: [Cl:1][CH2:2][CH2:3][CH2:4][N:5]1[C:15]2[C:10](=[C:11]([O:16][CH3:17])[CH:12]=[CH:13][CH:14]=2)[CH2:9][CH2:8][C:6]1=[O:7].[I-].[Na+].[Cl:20][C:21]1[CH:22]=[C:23]([N:27]2[CH2:32][CH2:31][NH:30][CH2:29][CH2:28]2)[CH:24]=[CH:25][CH:26]=1.[Na]>C(#N)C>[ClH:1].[Cl:20][C:21]1[CH:22]=[C:23]([N:27]2[CH2:32][CH2:31][N:30]([CH2:2][CH2:3][CH2:4][N:5]3[C:15]4[C:10](=[C:11]([O:16][CH3:17])[CH:12]=[CH:13][CH:14]=4)[CH2:9][CH2:8][C:6]3=[O:7])[CH2:29][CH2:28]2)[CH:24]=[CH:25][CH:26]=1 |f:1.2,6.7,^1:32|. Procedure details: A solution composed of 1-(3-chloropropyl)-5-methoxy-3,4-dihydrocarbostyril (39.1 g, 0.15 mole), sodium iodide (33.5 g, 0.23 mole) and acetonitrile (200 ml) was heated under reflux for 1 hour and then cooled to room temperature. To this solution was further added 1-(3-chlorophenyl)piperazine (39.3 g, 0.2 mole) and sodium corbonate (21 g, 0,2 mole). The mixture was further stirred for 4 hours and then filtered while it was hot. The filtrate was concentrated under reduced pressure. The residue was ... The reactants are CCCCCCCCCCC1CCCC(CCCCCCCCCC)C1O, [Ni]. Product: CCCCCCCCCCC1CCCC(CCCCCCCCCC)C1. As a reaction SMILES: [CH2:1]([CH2:2][CH2:3][CH2:4][CH2:5][CH2:6][CH2:7][CH2:8][CH2:9][CH3:10])[CH:11]1[CH:12]([OH:27])[CH:13]([CH2:17][CH2:18][CH2:19][CH2:20][CH2:21][CH2:22][CH2:23][CH2:24][CH2:25][CH3:26])[CH2:14][CH2:15][CH2:16]1.[Ni:28]>>[CH2:1]([CH2:2][CH2:3][CH2:4][CH2:5][CH2:6][CH2:7][CH2:8][CH2:9][CH3:10])[CH:11]1[CH2:12][CH:13]([CH2:17][CH2:18][CH2:19][CH2:20][CH2:21][CH2:22][CH2:23][CH2:24][CH2:25][CH3:26])[CH2:14][CH2:15][CH2:16]1.